describe an organic reaction: reactants, conditions, products, and yield From a dataset of the Open Reaction Database (ORD), a public repository of structured organic reaction records. Reactants: COC(OC)OC, CC(=O)c1cc(Cn2cc([N+](=O)[O-])cn2)on1, N#N, [Na+], O=C([O-])O, OCCO. Yields the product CC1(c2cc(Cn3cc([N+](=O)[O-])cn3)on2)OCCO1. Reaction SMILES: [CH3:24][O:25][CH:26]([O:27][CH3:28])[O:29][CH3:30].[N+:3](=[O:4])([O-:5])[c:6]1[cH:7][n:8][n:9]([CH2:11][c:12]2[cH:13][c:14]([C:17]([CH3:18])=[O:19])[n:15][o:16]2)[cH:10]1.[N:1]#[N:2].[Na+:35].[O-:31][C:32]([OH:33])=[O:34].[OH:20][CH2:21][CH2:22][OH:23]>>[N+:3](=[O:4])([O-:5])[c:6]1[cH:7][n:8][n:9]([CH2:11][c:12]2[cH:13][c:14]([C:17]3([CH3:18])[O:19][CH2:22][CH2:21][O:20]3)[n:15][o:16]2)[cH:10]1. The solvent is C1=CC=CC=C1 (benzene), O (water). As a reaction SMILES: [CH2:1]1[C:5]2([CH2:10][C:9](=O)[CH2:8][CH2:7][O:6]2)[CH2:4][CH2:3][CH2:2]1.[C:12]([CH2:14][C:15]([O:17][CH3:18])=[O:16])#[N:13].C([O-])(=O)C.[NH4+].C(O)(=O)C>O.C1C=CC=CC=1>[C:12](/[C:14](=[C:9]1\[CH2:8][CH2:7][O:6][C:5]2([CH2:10]\1)[CH2:4][CH2:3][CH2:2][CH2:1]2)/[C:15]([O:17][CH3:18])=[O:16])#[N:13] |f:2.3|. Product: C(#N)/C(/C(=O)OC)=C/1\CCOC2(CCCC2)C1 (methyl 2-cyano-2-[(9Z)-6-oxaspiro[4.5]decan-9-ylidene]acetate). Reactants: C1CCCC12OCCC(C2)=O (6-oxaspiro[4.5]decan-9-one), C(#N)CC(=O)OC (methyl cyanoacetate), C(C)(=O)[O-].[NH4+] (ammonium acetate), C(C)(=O)O (acetic acid). Procedure details: A 100 ml round-bottom flask equipped with a Dean-Stark distillation setup and condenser was charged with 6-oxaspiro[4.5]decan-9-one (6 g, 39 mmol, which was prepared according to Hanschke, E. Chem. Ber. 1955, 88, 1053), methyl cyanoacetate (4.1 ml, 46.7 mmol), ammonium acetate (780 mg, 10.1 mmol), acetic acid (0.44 ml, 7.8 mmol) and benzene (40 ml). The mixture was refluxed until no more water collected in the Dean-Stark (2 hours), cooled, benzene (30 ml) added and the organic washed with water ... Starting materials: COc1ccc2c(Cl)ccnc2c1C, O=C(OO)c1cccc(Cl)c1, ClC(Cl)Cl. Yields the product COc1ccc2c(Cl)cc[n+]([O-])c2c1C. As a reaction SMILES: [Cl:12][c:13]1[cH:14][cH:15][n:16][c:17]2[c:18]([CH3:25])[c:19]([O:23][CH3:24])[cH:20][cH:21][c:22]12.[Cl:1][c:2]1[cH:3][cH:4][cH:5][c:6]([C:7]([O:8][OH:10])=[O:9])[cH:11]1.[Cl:26][CH:27]([Cl:28])[Cl:29]>>[O-:9][n+:16]1[cH:15][cH:14][c:13]([Cl:12])[c:22]2[c:17]1[c:18]([CH3:25])[c:19]([O:23][CH3:24])[cH:20][cH:21]2. The reactants are ClC=1C(=C(N(CC)CC)C(=CC1C(F)(F)F)[N+](=O)[O-])[N+](=O)[O-] (3-chloro-N,N-diethyl-2,6-dinitro-4-trifluoromethylaniline), O.O.O.O.O.O.O.O.O.[S-2].[Na+].[Na+] (sodium sulfide nonahydrate), ClCC#N (chloroacetonitrile). Solvent: CS(=O)C (dimethylsulfoxide), CS(=O)C (dimethylsulfoxide). Reaction conditions: temperature 0 celsius. Product: C(#N)CSC=1C(=C(N(CC)CC)C(=CC1C(F)(F)F)[N+](=O)[O-])[N+](=O)[O-] (3-cyanomethylthio-N,N-diethyl-2,6-dinitro-4-trifluoromethylaniline). As a reaction SMILES: Cl[C:2]1[C:3]([N+:20]([O-:22])=[O:21])=[C:4]([C:10]([N+:17]([O-:19])=[O:18])=[CH:11][C:12]=1[C:13]([F:16])([F:15])[F:14])[N:5]([CH2:8][CH3:9])[CH2:6][CH3:7].O.O.O.O.O.O.O.O.O.[S-2:32].[Na+].[Na+].Cl[CH2:36][C:37]#[N:38]>CS(C)=O>[C:37]([CH2:36][S:32][C:2]1[C:3]([N+:20]([O-:22])=[O:21])=[C:4]([C:10]([N+:17]([O-:19])=[O:18])=[CH:11][C:12]=1[C:13]([F:16])([F:15])[F:14])[N:5]([CH2:8][CH3:9])[CH2:6][CH3:7])#[N:38] |f:1.2.3.4.5.6.7.8.9.10.11.12|. Procedure details: The preparation of a compound bearing a cyanomethylthio group in the 3-position is conveniently carried out using an inert solvent such as dimethylsulfoxide. Thus, a mixture of 3-chloro-N,N-diethyl-2,6-dinitro-4-trifluoromethylaniline and sodium sulfide nonahydrate in a suitable solvent such as dimethylsulfoxide is stirred for a period of time at about 0° C. There is then added chloroacetonitrile and the reaction mixture is stirred overnight at ambient room temperature. The reaction mixture is p... The reactants are [OH-].[Na+] (sodium hydroxide), Cl.NO (hydroxylamine hydrochloride), ClCC(C(=O)Cl)(C)C (3-chloro-2,2-dimethylpropionyl chloride). Solvent: O (water), O (water). Run at time 16 hour. Product: ClCC(C(=O)NO)(C)C (3-chloro-N-hydroxy-2,2-dimethylpropanamide). The yield is 40.9%. RXN SMILES: Cl.[NH2:2][OH:3].[OH-].[Na+].[Cl:6][CH2:7][C:8]([CH3:13])([CH3:12])[C:9](Cl)=[O:10]>O>[Cl:6][CH2:7][C:8]([CH3:13])([CH3:12])[C:9]([NH:2][OH:3])=[O:10] |f:0.1,2.3|. Reported procedure: A stirred solution of 28.0 grams (0.40 mole) of hydroxylamine hydrochloride in 60 ml of water was cooled to 0° and a solution of 16.0 grams (0.40 mole) of sodium hydroxide in 40 ml of water was added dropwise while maintaining the temperature of the reaction mixture at 0°-5°. Upon completion of addition 31.0 grams (0.20 mole) of 3-chloro-2,2-dimethylpropionyl chloride was added dropwise during a 45-minute period while maintaining the temperature of the reaction mixture at -3° to -5°. Upon comple... Run at time 1 hour. Procedure: A solution of 4.2 g (32.3 mmol) of 6-aminocaproic acid in 163 ml of saturated sodium bicarbonate solution is treated at 0° C., with vigorous stirring, with 5 g (32.3 mmol) of N-carbomethoxymaleimide. After 1 hour, the solution is diluted with 256 ml of water and stirred at room temperature for 1 hour. The pH of the solution (8.2) is then brought to 6.4 by adding concentrated sulfuric acid. The solution is then concentrated to 100 ml and acidified to pH 2 by adding 1 M sulfuric acid, and is extra... RXN SMILES: [NH2:1][CH2:2][CH2:3][CH2:4][CH2:5][CH2:6][C:7]([OH:9])=[O:8].C(N1[C:18](=[O:19])[CH:17]=[CH:16][C:15]1=[O:20])(OC)=O.S(=O)(=O)(O)O>C(=O)(O)[O-].[Na+].O>[CH:16]1[C:15](=[O:20])[N:1]([CH2:2][CH2:3][CH2:4][CH2:5][CH2:6][C:7]([OH:9])=[O:8])[C:18](=[O:19])[CH:17]=1 |f:3.4|. Isolated yield 68.9%. The solvent is C([O-])(O)=O.[Na+] (sodium bicarbonate), O (water). The reactants are NCCCCCC(=O)O (6-aminocaproic acid), C(=O)(OC)N1C(C=CC1=O)=O (N-carbomethoxymaleimide), S(O)(O)(=O)=O (sulfuric acid), solution ( 8.2 ). Yields the product C1=CC(=O)N(C1=O)CCCCCC(=O)O (N-maleoyl-6-aminocaproic acid).